Dataset: the Open Reaction Database (ORD), a public repository of structured organic reaction records. Task: describe an organic reaction: reactants, conditions, products, and yield Reactants: BrC(C(=O)OCC)CC=O (ethyl 2-bromo-4-oxo-butyrate), C(CCC)(=S)N (thiobutyramide), C([O-])(O)=O.[Na+] (sodium bicarbonate). The solvent is ClC(C)Cl (dichloroethane). Product: C(CC)C=1SC(=CN1)CC(=O)OCC (ethyl 2-propyl-5-thiazole-acetate). The yield is 73.3%. Reaction SMILES: Br[CH:2]([CH2:8][CH:9]=O)[C:3]([O:5][CH2:6][CH3:7])=[O:4].[C:11]([NH2:16])(=[S:15])[CH2:12][CH2:13][CH3:14].C(=O)(O)[O-].[Na+]>ClC(Cl)C>[CH2:12]([C:11]1[S:15][C:8]([CH2:2][C:3]([O:5][CH2:6][CH3:7])=[O:4])=[CH:9][N:16]=1)[CH2:13][CH3:14] |f:2.3|. Reported procedure: A mixture of 20.6 g of ethyl 2-bromo-4-oxo-butyrate, 10.9 g of thiobutyramide and 400 ml of dichloroethane was refluxed under a nitrogen atmosphere which recycling the dehydrated condensate. The mixture was cooled and then mixed with 45 ml of a saturated sodium bicarbonate aqueous solution. The mixture was decanted and the organic phase was dried and evaporated to dryness. The liquid residue was chromatographed over silica gel and elution with a 8-2 cyclohexane-benzene mixture yielded 15.4 g of ... Starting materials: C(C1=CC=CC=C1)N1C=NCC1 (Benzylimidazoline), BrCCCCBr (1,4-dibromobutane), CN(C=O)C (dimethylformamide), O (water), [H-].[Na+] (sodium hydride), CN(C=O)C (dimethylformamide). Reaction conditions: time 1 hour. Yields the product C(C1=CC=CC=C1)N1C(N(CC1=O)CCCCBr)=O (3-Benzyl-1-(4-bromo-1-butyl)-2,4-imidazolidinedione). As a reaction SMILES: [CH2:1]([N:8]1[CH2:12][CH2:11][N:10]=[CH:9]1)[C:2]1[CH:7]=[CH:6][CH:5]=[CH:4][CH:3]=1.[H-].[Na+].[Br:15][CH2:16][CH2:17][CH2:18][CH2:19]Br.[OH2:21].CN(C)C=[O:25]>>[CH2:1]([N:8]1[C:12](=[O:21])[CH2:11][N:10]([CH2:19][CH2:18][CH2:17][CH2:16][Br:15])[C:9]1=[O:25])[C:2]1[CH:3]=[CH:4][CH:5]=[CH:6][CH:7]=1 |f:1.2|. Procedure: Benzylimidazoline of the preceding Example (1.9 g, 10 mmoles) in 5 ml of dimethylformamide was added dropwise to a slurry of sodium hydride (528 mg of 50% dispersion in oil, 11 mmoles) and the mixture then stirred for 1 hour at room temperature. The resulting solution was added dropwise to 1,4-dibromobutane (2.37 g, 11 mmole) in 10 ml of dimethylformamide. After stirring 16 hours at room temperature, the reaction mixture was poured into ice and water and extracted with ethyl acetate. The organic... Reactants: CC(C)C[Al+]CC(C)C, ClCCl, [H-], CCOC(=O)Cc1nc(-c2ccco2)c2sccc2n1. As a reaction SMILES: [CH2:22]([Al+:23][CH2:24][CH:25]([CH3:26])[CH3:27])[CH:28]([CH3:29])[CH3:30].[Cl:31][CH2:32][Cl:33].[H-:21].[o:1]1[c:2](-[c:6]2[c:7]3[c:8]([n:9][c:10]([CH2:12][C:13](=[O:14])[O:15][CH2:16][CH3:17])[n:11]2)[cH:18][cH:19][s:20]3)[cH:3][cH:4][cH:5]1>>[o:1]1[c:2](-[c:6]2[c:7]3[c:8]([n:9][c:10]([CH2:12][CH2:13][OH:14])[n:11]2)[cH:18][cH:19][s:20]3)[cH:3][cH:4][cH:5]1. Yields the product OCCc1nc(-c2ccco2)c2sccc2n1.